This data is from the Open Reaction Database (ORD), a public repository of structured organic reaction records. The task is: describe an organic reaction: reactants, conditions, products, and yield Starting materials: BrC1=CC=C(C=C1)O[Si](C)(C)C(C)(C)C (4-bromo-t-butyldimethylsilyloxybenzene), C(CCC)[Li] (butyllithium), CCCCCC (hexane), ClC=1OC2=C(N1)C=CC=C2 (2-chlorobenzoxazole). Run in C1CCOC1 (THF). Conditions: temperature 0 celsius, time 1 hour. Product: O1C(=NC2=C1C=CC=C2)C2=CC=C(C=C2)O (4-(benzoxazol-2-yl)phenol). RXN SMILES: Br[C:2]1[CH:7]=[CH:6][C:5]([O:8][Si](C(C)(C)C)(C)C)=[CH:4][CH:3]=1.C([Li])CCC.CCCCCC.Cl[C:28]1[O:29][C:30]2[CH:36]=[CH:35][CH:34]=[CH:33][C:31]=2[N:32]=1>C1COCC1>[O:29]1[C:30]2[CH:36]=[CH:35][CH:34]=[CH:33][C:31]=2[N:32]=[C:28]1[C:2]1[CH:3]=[CH:4][C:5]([OH:8])=[CH:6][CH:7]=1. Procedure details: To a solution of 4-bromo-t-butyldimethylsilyloxybenzene (8.3 g; 29 mmol) in THF (60 ml) at -78° C. is added a solution of butyllithium in hexane (14 ml; 35 mmol) over 10 minutes. This is allowed to stir 1 hour and 2-chlorobenzoxazole (4 ml; 35 mmol) is added dropwise over 5 minutes. After stirring 15 minutes, the reaction is allowed to warm to 0° C. and is quenched with MeOH. This is then poured into 1N HCl and after stirring 1 hour is extracted with ethyl acetate. The organic extracts are dried... The reactants are BrCc1ccccc1, O=C([O-])[O-], COc1cccc(C=O)c1O, CC(C)=O, [K+], [K+]. The product is COc1cccc(C=O)c1OCc1ccccc1. RXN SMILES: [Br:12][CH2:13][c:14]1[cH:15][cH:16][cH:17][cH:18][cH:19]1.[C:20](=[O:21])([O-:22])[O-:23].[CH3:1][O:2][c:3]1[c:4]([OH:11])[c:5]([CH:6]=[O:7])[cH:8][cH:9][cH:10]1.[CH3:26][C:27](=[O:28])[CH3:29].[K+:24].[K+:25]>>[CH3:1][O:2][c:3]1[c:4]([O:11][CH2:13][c:14]2[cH:15][cH:16][cH:17][cH:18][cH:19]2)[c:5]([CH:6]=[O:7])[cH:8][cH:9][cH:10]1. Reactants: CC(C)(C)OC(=O)NC(Cc1ccccc1)C(=O)N1CC(O)C1, CCN=C=NCCCN(C)C, Cc1ccccc1, CS(C)=O, CCOC(C)=O, Cl, O=C(O)C(Cl)Cl. The product is CC(C)(C)OC(=O)NC(Cc1ccccc1)C(=O)N1CC(=O)C1. Reaction SMILES: [C:1]([CH3:2])([CH3:3])([CH3:4])[O:5][C:6]([NH:7][CH:8]([C:9](=[O:10])[N:11]1[CH2:12][CH:13]([OH:15])[CH2:14]1)[CH2:16][c:17]1[cH:18][cH:19][cH:20][cH:21][cH:22]1)=[O:23].[CH3:25][N:26]([CH3:27])[CH2:28][CH2:29][CH2:30][N:31]=[C:32]=[N:33][CH2:34][CH3:35].[CH3:42][c:43]1[cH:44][cH:45][cH:46][cH:47][cH:48]1.[CH3:49][S:50]([CH3:51])=[O:52].[CH3:53][CH2:54][O:55][C:56](=[O:57])[CH3:58].[ClH:24].[OH:36][C:37]([CH:38]([Cl:39])[Cl:40])=[O:41]>>[C:1]([CH3:2])([CH3:3])([CH3:4])[O:5][C:6]([NH:7][CH:8]([C:9](=[O:10])[N:11]1[CH2:12][C:13](=[O:15])[CH2:14]1)[CH2:16][c:17]1[cH:18][cH:19][cH:20][cH:21][cH:22]1)=[O:23]. Starting materials: C(C1=CC=CC=C1)P(OCC)(OCC)=O (diethyl benzylphosphonate), COCCO[AlH2-]OCCOC.[Na+] (Red-Al), O (water), BrCCCCCBr (1,5-dibromopentane). Solvent: O1CCCC1 (tetrahydrofuran). Product: C(C1=CC=CC=C1)P1(CCCCC1)=O (1-benzylphosphorinane-1-oxide). Yield: 368.7%. RXN SMILES: [CH2:1]([P:8](=[O:15])(OCC)OCC)[C:2]1[CH:7]=[CH:6][CH:5]=[CH:4][CH:3]=1.COCCO[AlH2-]OCCOC.[Na+].Br[CH2:29][CH2:30][CH2:31][CH2:32][CH2:33]Br.O>O1CCCC1>[CH2:1]([P:8]1(=[O:15])[CH2:33][CH2:32][CH2:31][CH2:30][CH2:29]1)[C:2]1[CH:3]=[CH:4][CH:5]=[CH:6][CH:7]=1 |f:1.2|. Procedure: To a solution of diethyl benzylphosphonate (2.5 g) in tetrahydrofuran (500 ml) was added Red-Al (70% toluene solution) (3.8 g) at room temperature, and the mixture was stirred until gas production stopped. To the reaction mixture was added 1,5-dibromopentane (25.18 g), and the mixture was stirred at 50-60° C. for 16 hours. To the reaction mixture was added water (20 ml), and precipitate was removed by filtration. The filtrate was concentrated under reduced pressure, and the residue was separated... The reactants are CCN1C(=O)c2ccccc2C1=O, N, O=S(=O)(Cl)Cl. Yields the product CC(N1C(=O)c2ccccc2C1=O)S(N)(=O)=O. Reaction SMILES: [C:6]1(=[O:18])[c:7]2[c:8]([cH:14][cH:15][cH:16][cH:17]2)[C:9](=[O:13])[N:10]1[CH2:11][CH3:12].[NH3:19].[S:1](=[O:2])(=[O:3])([Cl:4])[Cl:5]>>[S:1](=[O:2])(=[O:3])([CH:11]([N:10]1[C:6](=[O:18])[c:7]2[c:8]([cH:14][cH:15][cH:16][cH:17]2)[C:9]1=[O:13])[CH3:12])[NH2:19].